Dataset: the Open Reaction Database (ORD), a public repository of structured organic reaction records. Task: describe an organic reaction: reactants, conditions, products, and yield Starting materials: Cc1ccccc1, Cc1ccc(Cl)cc1, c1ccc2[nH]ccc2c1. Product: Cc1ccc(-n2ccc3ccccc32)cc1. Reaction SMILES: [CH3:18][c:19]1[cH:20][cH:21][cH:22][cH:23][cH:24]1.[Cl:10][c:11]1[cH:12][cH:13][c:14]([CH3:17])[cH:15][cH:16]1.[nH:1]1[cH:2][cH:3][c:4]2[cH:5][cH:6][cH:7][cH:8][c:9]12>>[n:1]1(-[c:11]2[cH:12][cH:13][c:14]([CH3:17])[cH:15][cH:16]2)[cH:2][cH:3][c:4]2[cH:5][cH:6][cH:7][cH:8][c:9]12. Yields the product C1(=CC=CC=C1)N(C(CC)=O)[C@@H]1[C@@H](CN(CC1)CC1=CC=CC=C1)OC (cis-N-phenyl-N-(1-phenylmethyl-3-methoxy-4-piperidinyl)propanamide). The reactants are C(CC)(=O)Cl (Propionyl chloride), C1(=CC=CC=C1)CN1C[C@H]([C@H](CC1)NC1=CC=CC=C1)OC (cis-1-phenylmethyl-3-methoxy-4-phenylaminopiperidine). Conditions: time 8 hour. Reaction SMILES: [C:1](Cl)(=[O:4])[CH2:2][CH3:3].[C:6]1([CH2:12][N:13]2[CH2:18][CH2:17][C@H:16]([NH:19][C:20]3[CH:25]=[CH:24][CH:23]=[CH:22][CH:21]=3)[C@H:15]([O:26][CH3:27])[CH2:14]2)[CH:11]=[CH:10][CH:9]=[CH:8][CH:7]=1>ClCCl.[OH-].[Na+]>[C:20]1([N:19]([C@H:16]2[CH2:17][CH2:18][N:13]([CH2:12][C:6]3[CH:11]=[CH:10][CH:9]=[CH:8][CH:7]=3)[CH2:14][C@H:15]2[O:26][CH3:27])[C:1](=[O:4])[CH2:2][CH3:3])[CH:25]=[CH:24][CH:23]=[CH:22][CH:21]=1 |f:3.4|. Procedure: Propionyl chloride (0.77 g, 8.3 mmol) was added to cis-1-phenylmethyl-3-methoxy-4-phenylaminopiperidine (7b, 1.6 g, 5.3 mmol) from Example 4 in 30 ml of dichloromethane. The reaction solution was stirred at room temperature overnight and subsequently diluted with 20ml of 10% sodium hydroxide solution. The organic layer was separated and the aqueous layer was extracted with 2×50 ml of dichloromethane. The combined organic layers were dried and concentrated under vacuum to yield 1.84 g (99%) of cr... Isolated yield 98.5%. Run in ClCCl (dichloromethane), [OH-].[Na+] (sodium hydroxide). Starting materials: CC(Nc1c(Cl)ccc2c1CCN(C(=O)C(F)(F)F)CC2)c1ccc(-c2ccccc2)s1, CC(N)c1ccc(-c2ccccc2)s1. Product: CC(Nc1c(Cl)ccc2c1CCNCC2)c1ccc(-c2ccccc2)s1, CC(N)c1ccc(-c2ccccc2)s1. As a reaction SMILES: [Cl:1][c:2]1[c:3]([NH:19][CH:20]([CH3:21])[c:22]2[s:23][c:24](-[c:27]3[cH:28][cH:29][cH:30][cH:31][cH:32]3)[cH:25][cH:26]2)[c:4]2[c:5]([cH:17][cH:18]1)[CH2:6][CH2:7][N:8]([C:11](=[O:12])[C:13]([F:14])([F:15])[F:16])[CH2:9][CH2:10]2.[c:33]1(-[c:39]2[cH:40][cH:41][c:42]([CH:44]([CH3:45])[NH2:46])[s:43]2)[cH:34][cH:35][cH:36][cH:37][cH:38]1>>[Cl:1][c:2]1[c:3]([NH:19][CH:20]([CH3:21])[c:22]2[s:23][c:24](-[c:27]3[cH:28][cH:29][cH:30][cH:31][cH:32]3)[cH:25][cH:26]2)[c:4]2[c:5]([cH:17][cH:18]1)[CH2:6][CH2:7][NH:8][CH2:9][CH2:10]2.[c:33]1(-[c:39]2[cH:40][cH:41][c:42]([CH:44]([CH3:45])[NH2:46])[s:43]2)[cH:34][cH:35][cH:36][cH:37][cH:38]1. Solvent: C1CCOC1 (THF). RXN SMILES: [Cl:1][C:2]1[CH:7]=[CH:6][C:5]([C:8]2[C:17]3[C:12](=[CH:13][CH:14]=[CH:15][CH:16]=3)[C:11]([NH:18][C:19]3[CH:24]=[CH:23][C:22]([S:25][C:26]4[C:35]5[C:30](=[CH:31][CH:32]=[C:33]([OH:36])[CH:34]=5)[N:29]=[CH:28][CH:27]=4)=[CH:21][CH:20]=3)=[N:10][N:9]=2)=[CH:4][CH:3]=1.[H-].[Na+].Cl[CH2:40][CH2:41][S:42]([CH3:45])(=[O:44])=[O:43].[Na+].[I-]>C1COCC1>[Cl:1][C:2]1[CH:3]=[CH:4][C:5]([C:8]2[C:17]3[C:12](=[CH:13][CH:14]=[CH:15][CH:16]=3)[C:11]([NH:18][C:19]3[CH:24]=[CH:23][C:22]([S:25][C:26]4[C:35]5[C:30](=[CH:31][CH:32]=[C:33]([O:36][CH2:40][CH2:41][S:42]([CH3:45])(=[O:44])=[O:43])[CH:34]=5)[N:29]=[CH:28][CH:27]=4)=[CH:21][CH:20]=3)=[N:10][N:9]=2)=[CH:6][CH:7]=1 |f:1.2,4.5|. Conditions: temperature 0 celsius, time 30 minute. Procedure details: To a solution of 4-(4-(4-(4-chlorophenyl)phthalazin-1-ylamino)phenylthio)quinolin-6-ol (0.062 g, 0.12 mmol) in THF at 0° C., was added NaH (0.018 g, 0.73 mmol). The mixture was stirred at 0° C. for 30 minutes. 1-Chloro-2-(methylsulfonyl)ethane (0.035 g, 0.24 mmol) and trace amount of NaI were added. The mixture was stirred and warmed to RT for 15 h. The reaction was quenched with sat. NH4Cl, and extracted with DCM. The combined organic layers were washed with brine, dried, filtered and concentra... Starting materials: ClC1=CC=C(C=C1)C1=NN=C(C2=CC=CC=C12)NC1=CC=C(C=C1)SC1=CC=NC2=CC=C(C=C12)O (4-(4-(4-(4-chlorophenyl)phthalazin-1-ylamino)phenylthio)quinolin-6-ol), [H-].[Na+] (NaH), ClCCS(=O)(=O)C (1-Chloro-2-(methylsulfonyl)ethane), [Na+].[I-] (NaI). Yields the product ClC1=CC=C(C=C1)C1=NN=C(C2=CC=CC=C12)NC1=CC=C(C=C1)SC1=CC=NC2=CC=C(C=C12)OCCS(=O)(=O)C (4-(4-chlorophenyl)-N-(4-(6-(2-(methylsulfonyl)ethoxy)quinolin-4-ylthio)phenyl)phthalazin-1-amine). Starting materials: C(C)OC(=O)C1OC=CC(C1)=O (4-oxo-3,4-dihydro-2H-pyran-2-carboxylic acid ethyl ester). Reagents/catalysts: [Pd] (Pd/C). Run in C(C)(=O)OCC (ethyl acetate). Run at time 4 hour. Yields the product C(C)OC(=O)C1OCCC(C1)=O (4-oxo-tetrahydro-pyran-2-carboxylic acid ethyl ester). Yield: 33.1%. Reaction SMILES: [CH2:1]([O:3][C:4]([CH:6]1[CH2:11][C:10](=[O:12])[CH:9]=[CH:8][O:7]1)=[O:5])[CH3:2]>C(OCC)(=O)C.[Pd]>[CH2:1]([O:3][C:4]([CH:6]1[CH2:11][C:10](=[O:12])[CH2:9][CH2:8][O:7]1)=[O:5])[CH3:2]. Reported procedure: A mixture of 4-oxo-3,4-dihydro-2H-pyran-2-carboxylic acid ethyl ester (8.0 g, 46 mmol) and Pd/C (10%, 0.20 g) in ethyl acetate (70 mL) was stirred under hydrogen (1 atm) for 4 hours. The mixture was filtered through a pad of Celite®. The filtrate was concentrated, and the residue was purified by silica gel column using 30% EtOAc in petroleum ether to give 4-oxo-tetrahydro-pyran-2-carboxylic acid ethyl ester (2.62 g, 33% yield) as an oil. 1H NMR (500 MHz, CDCl3) δ 4.40 (m, 1H), 4.23-4.31 (m, 3H),... The reactants are Sc1nnc(Br)n1-c1ccc(C2CC2)c2ccccc12, CC(C)(C)OC(=O)C(C)(C)Br, CCN(C(C)C)C(C)C, CN(C)C=O. The product is CC(C)(C)OC(=O)C(C)(C)Sc1nnc(Br)n1-c1ccc(C2CC2)c2ccccc12. As a reaction SMILES: [Br:1][c:2]1[n:3](-[c:8]2[cH:9][cH:10][c:11]([CH:18]3[CH2:19][CH2:20]3)[c:12]3[cH:13][cH:14][cH:15][cH:16][c:17]23)[c:4]([SH:7])[n:5][n:6]1.[Br:21][C:22]([C:23](=[O:24])[O:25][C:26]([CH3:27])([CH3:28])[CH3:29])([CH3:30])[CH3:31].[CH:32]([N:33]([CH:34]([CH3:35])[CH3:36])[CH2:37][CH3:38])([CH3:39])[CH3:40].[O:41]=[CH:42][N:43]([CH3:44])[CH3:45]>>[Br:1][c:2]1[n:3](-[c:8]2[cH:9][cH:10][c:11]([CH:18]3[CH2:19][CH2:20]3)[c:12]3[cH:13][cH:14][cH:15][cH:16][c:17]23)[c:4]([S:7][C:22]([C:23](=[O:24])[O:25][C:26]([CH3:27])([CH3:28])[CH3:29])([CH3:30])[CH3:31])[n:5][n:6]1. The reactants are C(CCC(=O)O)(=O)O (succinic acid), C(C)#N (Acetonitrile), O.C(#N)C1=C(C=CC=C1)C=1C(N(C=C(C1)C1=NC=CC=C1)C1=CC=CC=C1)=O (3-(2-cyanophenyl)-5-(2-pyridyl)-1-phenyl-1,2-dihydropyridin-2-one hydrate). Run in CO (methanol). Conditions: time 15 hour. Yields the product C(CCC(=O)O)(=O)O.C(#N)C1=C(C=CC=C1)C=1C(N(C=C(C1)C1=NC=CC=C1)C1=CC=CC=C1)=O (3-(2-Cyanophenyl)-5-(2-pyridyl)-1-phenyl-1,2-dihydropyridin-2-one succinate). Yield: 91.4%. RXN SMILES: C(#N)C.O.[C:5]([C:7]1[CH:12]=[CH:11][CH:10]=[CH:9][C:8]=1[C:13]1[C:14](=[O:31])[N:15]([C:25]2[CH:30]=[CH:29][CH:28]=[CH:27][CH:26]=2)[CH:16]=[C:17]([C:19]2[CH:24]=[CH:23][CH:22]=[CH:21][N:20]=2)[CH:18]=1)#[N:6].[C:32]([OH:39])(=[O:38])[CH2:33][CH2:34][C:35]([OH:37])=[O:36]>CO>[C:32]([OH:39])(=[O:38])[CH2:33][CH2:34][C:35]([OH:37])=[O:36].[C:5]([C:7]1[CH:12]=[CH:11][CH:10]=[CH:9][C:8]=1[C:13]1[C:14](=[O:31])[N:15]([C:25]2[CH:30]=[CH:29][CH:28]=[CH:27][CH:26]=2)[CH:16]=[C:17]([C:19]2[CH:24]=[CH:23][CH:22]=[CH:21][N:20]=2)[CH:18]=1)#[N:6] |f:1.2,5.6|. Procedure: Acetonitrile (5 mL) was added to 3-(2-cyanophenyl)-5-(2-pyridyl)-1-phenyl-1,2-dihydropyridin-2-one hydrate (255.2 mg, 0.70 mmol), and completely resolved under reflux by using oil bath. Then, methanol solution of succinic acid (2 mL, containing 0.77 mmol of succinic acid) was added, the heating of the oil bath was stopped, brought out from the oil bath, and subsequently allowed to stand at room temperature. The mixture returning to the room temperature was transferred to a weighing bottle and al... The reactants are CC(C)(C)OC(=O)N1CCN(C(=O)OC(C)(C)C)C(CCBr)C1, CCO, N#C[K]. Product: CC(C)(C)OC(=O)N1CCN(C(=O)OC(C)(C)C)C(CCC#N)C1. RXN SMILES: [C:4]([CH3:5])([CH3:6])([CH3:7])[O:8][C:9](=[O:10])[N:11]1[CH:12]([CH2:24][CH2:25][Br:26])[CH2:13][N:14]([C:17](=[O:18])[O:19][C:20]([CH3:21])([CH3:22])[CH3:23])[CH2:15][CH2:16]1.[CH3:27][CH2:28][OH:29].[K:1][C:2]#[N:3]>>[C:2](#[N:3])[CH2:25][CH2:24][CH:12]1[N:11]([C:9]([O:8][C:4]([CH3:5])([CH3:6])[CH3:7])=[O:10])[CH2:16][CH2:15][N:14]([C:17](=[O:18])[O:19][C:20]([CH3:21])([CH3:22])[CH3:23])[CH2:13]1. Reactants: CCN=C=NCCCN(C)C, CN1CCN(CC(=O)O)CC1, CO, CN(C)c1ccncc1, Cl, Cl, Cl, COc1ccc(NC(=O)c2cccc(C3(C#N)CC3)c2)cc1Oc1ccc2nc(N)sc2n1, c1ccncc1. Yields the product COc1ccc(NC(=O)c2cccc(C3(C#N)CC3)c2)cc1Oc1ccc2nc(NC(=O)CN3CCN(C)CC3)sc2n1. RXN SMILES: [CH2:48]([N:49]=[C:50]=[N:51][CH2:52][CH2:53][CH2:54][N:55]([CH3:56])[CH3:57])[CH3:58].[CH3:36][N:37]1[CH2:38][CH2:39][N:40]([CH2:43][C:44](=[O:45])[OH:46])[CH2:41][CH2:42]1.[CH3:59][OH:60].[CH3:67][N:68]([CH3:69])[c:70]1[cH:71][cH:72][n:73][cH:74][cH:75]1.[ClH:34].[ClH:35].[ClH:47].[NH2:1][c:2]1[s:3][c:4]2[n:5][c:6]([O:11][c:12]3[cH:13][c:14]([NH:20][C:21]([c:22]4[cH:23][c:24]([C:28]5([C:31]#[N:32])[CH2:29][CH2:30]5)[cH:25][cH:26][cH:27]4)=[O:33])[cH:15][cH:16][c:17]3[O:18][CH3:19])[cH:7][cH:8][c:9]2[n:10]1.[cH:61]1[cH:62][cH:63][n:64][cH:65][cH:66]1>>[NH:1]([c:2]1[s:3][c:4]2[n:5][c:6]([O:11][c:12]3[cH:13][c:14]([NH:20][C:21]([c:22]4[cH:23][c:24]([C:28]5([C:31]#[N:32])[CH2:29][CH2:30]5)[cH:25][cH:26][cH:27]4)=[O:33])[cH:15][cH:16][c:17]3[O:18][CH3:19])[cH:7][cH:8][c:9]2[n:10]1)[C:44]([CH2:43][N:40]1[CH2:39][CH2:38][N:37]([CH3:36])[CH2:42][CH2:41]1)=[O:45].